Dataset: the Open Reaction Database (ORD), a public repository of structured organic reaction records. Task: describe an organic reaction: reactants, conditions, products, and yield Reactants: BrC1=CN=C2N1N=C(C=C2)NCCCC (3-bromo-N-butylimidazo[1,2-b]pyridazin-6-amine), C(C)(C)(C)OC(NC1=NC=C(C=C1)B1OC(C(O1)(C)C)(C)C)=O (tert-butyl(5-(4,4,5,5-tetramethyl-1,3,2-dioxaborolan-2-yl)pyridin-2-yl)carbamate), P(=O)([O-])([O-])[O-].[K+].[K+].[K+] (potassium phosphate). The reagents and catalysts are C1=CC=C(C=C1)P([C-]2C=CC=C2)C3=CC=CC=C3.C1=CC=C(C=C1)P([C-]2C=CC=C2)C3=CC=CC=C3.Cl[Pd]Cl.[Fe+2] ([1,1′-bis(diphenylphosphino)ferrocene]dichloropalladium(II)). Solvent: C(C)#N.O (acetonitrile water). Reaction conditions: temperature 145 celsius. The product is NC1=CC=C(C=N1)C1=CN=C2N1N=C(C=C2)NCCCC (3-(6-aminopyridin-3-yl)-N-butylimidazo[1,2-b]pyridazin-6-amine). Isolated yield 63.6%. As a reaction SMILES: Br[C:2]1[N:6]2[N:7]=[C:8]([NH:11][CH2:12][CH2:13][CH2:14][CH3:15])[CH:9]=[CH:10][C:5]2=[N:4][CH:3]=1.C(OC(=O)[NH:22][C:23]1[CH:28]=[CH:27][C:26](B2OC(C)(C)C(C)(C)O2)=[CH:25][N:24]=1)(C)(C)C.P([O-])([O-])([O-])=O.[K+].[K+].[K+]>C1C=CC(P(C2C=CC=CC=2)[C-]2C=CC=C2)=CC=1.C1C=CC(P(C2C=CC=CC=2)[C-]2C=CC=C2)=CC=1.Cl[Pd]Cl.[Fe+2].C(#N)C.O>[NH2:22][C:23]1[N:24]=[CH:25][C:26]([C:2]2[N:6]3[N:7]=[C:8]([NH:11][CH2:12][CH2:13][CH2:14][CH3:15])[CH:9]=[CH:10][C:5]3=[N:4][CH:3]=2)=[CH:27][CH:28]=1 |f:2.3.4.5,6.7.8.9,10.11|. Procedure details: To a mixture of 3-bromo-N-butylimidazo[1,2-b]pyridazin-6-amine (75 mg, 0.28 mmol), tert-butyl(5-(4,4,5,5-tetramethyl-1,3,2-dioxaborolan-2-yl)pyridin-2-yl)carbamate (107 mg, 0.33 mmol), [1,1′-bis(diphenylphosphino)ferrocene]dichloropalladium(II) (10 mg, 0.014 mmol) and potassium phosphate (58 mg, 0.42 mmol) was added 3:1 acetonitrile/water (2 mL). The resulting mixture was heated at 145° C. (microwave) for 1000 s. The reaction was then filtered and concentrated. The residue was finally purified b... Procedure details: Cesium carbonate (812 mg, 2.50 mmol) was added to a solution of 3-hydroxy-N-(5-methylpyrazin-2-yl)-5-[(3S)-tetrahydrofuran-3-yloxy]benzamide (262 mg, 0.83 mmol), 6-bromo-3,4-dihydro-2H-isoquinolin-1-one (226 mg, 1.0 mmol), copper (I) iodide (158 mg, 0.83 mmol) and 2,2,6,6 tetramethyl-3,5-heptanedione (0.7 mL, 3.3 mmol) in NMP (9 mL) and the stirred mixture heated at 160° C. in a microwave reactor for 8 hours. The reaction mixture was filtered through diatomaceous earth and the filter pad washed ... Reagents/catalysts: [Cu]I (copper (I) iodide). The product is CC=1N=CC(=NC1)NC(C1=CC(=CC(=C1)O[C@@H]1COCC1)OC=1C=C2CCNC(C2=CC1)=O)=O (N-(5-Methylpyrazin-2-yl)-3-[(1-oxo-1,2,3,4-tetrahydroisoquinolin-6-yl)oxy]-5-[(3S)-tetrahydrofuran-3-yloxy]benzamide), solid. Solvent: CN1CCCC1=O (NMP). Starting materials: C([O-])([O-])=O.[Cs+].[Cs+] (Cesium carbonate), OC=1C=C(C(=O)NC2=NC=C(N=C2)C)C=C(C1)O[C@@H]1COCC1 (3-hydroxy-N-(5-methylpyrazin-2-yl)-5-[(3S)-tetrahydrofuran-3-yloxy]benzamide), BrC=1C=C2CCNC(C2=CC1)=O (6-bromo-3,4-dihydro-2H-isoquinolin-1-one), CC(C)(C(CC(C(C)(C)C)=O)=O)C (2,2,6,6 tetramethyl-3,5-heptanedione). Reaction SMILES: C(=O)([O-])[O-].[Cs+].[Cs+].[OH:7][C:8]1[CH:9]=[C:10]([CH:21]=[C:22]([O:24][C@H:25]2[CH2:29][CH2:28][O:27][CH2:26]2)[CH:23]=1)[C:11]([NH:13][C:14]1[CH:19]=[N:18][C:17]([CH3:20])=[CH:16][N:15]=1)=[O:12].Br[C:31]1[CH:32]=[C:33]2[C:38](=[CH:39][CH:40]=1)[C:37](=[O:41])[NH:36][CH2:35][CH2:34]2.CC(C)(C(=O)CC(=O)C(C)(C)C)C>CN1C(=O)CCC1.[Cu]I>[CH3:20][C:17]1[N:18]=[CH:19][C:14]([NH:13][C:11](=[O:12])[C:10]2[CH:21]=[C:22]([O:24][C@H:25]3[CH2:29][CH2:28][O:27][CH2:26]3)[CH:23]=[C:8]([O:7][C:31]3[CH:32]=[C:33]4[C:38](=[CH:39][CH:40]=3)[C:37](=[O:41])[NH:36][CH2:35][CH2:34]4)[CH:9]=2)=[N:15][CH:16]=1 |f:0.1.2|. Conditions: temperature 160 celsius. Reactants: O=C1C=C(Cc2ccccc2)CC1, CCCCC, CCOCC. The product is O=C1CCC(Cc2ccccc2)C1. RXN SMILES: [CH2:1]([c:2]1[cH:3][cH:4][cH:5][cH:6][cH:7]1)[C:8]1=[CH:9][C:10](=[O:13])[CH2:11][CH2:12]1.[CH3:14][CH2:15][CH2:16][CH2:17][CH3:18].[CH3:19][CH2:20][O:21][CH2:22][CH3:23]>>[CH2:1]([c:2]1[cH:3][cH:4][cH:5][cH:6][cH:7]1)[CH:8]1[CH2:9][C:10](=[O:13])[CH2:11][CH2:12]1. The reactants are ClCc1cccc(Cl)c1, Nc1nc[nH]n1. Reaction SMILES: [Cl:7][c:8]1[cH:9][c:10]([CH2:11][Cl:12])[cH:13][cH:14][cH:15]1.[NH2:1][c:2]1[n:3][nH:4][cH:5][n:6]1>>[NH2:1][c:2]1[n:3][n:4]([CH2:11][c:10]2[cH:9][c:8]([Cl:7])[cH:15][cH:14][cH:13]2)[cH:5][n:6]1. The product is Nc1ncn(Cc2cccc(Cl)c2)n1.